From a dataset of the Open Reaction Database (ORD), a public repository of structured organic reaction records. describe an organic reaction: reactants, conditions, products, and yield The reactants are resultant mixture, resultant mixture, [OH-].[Na+] (sodium hydroxide), C(C)(=O)O[BH-](OC(C)=O)OC(C)=O.[Na+] (Sodium triacetoxyborohydride), COC=1C=C(N)C=CC1 (3-methoxyaniline), CC(=O)C (acetone). The solvent is O (water), C1CCOC1 (THF), C(C)(=O)O (acetic acid). Reaction conditions: temperature 0 celsius, time 8 hour. Product: C(C)(C)N(C1=CC=CC=C1)C1=CC(=CC=C1)OC (N-Isopropyl-N-(3-methoxy-phenyl) aniline). The yield is 133.1%. Reaction SMILES: C(O[BH-](O[C:11](=O)[CH3:12])OC(=O)C)(=O)C.[Na+].[CH3:15][O:16][C:17]1[CH:18]=[C:19]([CH:21]=[CH:22][CH:23]=1)[NH2:20].[CH3:24][C:25]([CH3:27])=O.[OH-].[Na+]>C1COCC1.O.C(O)(=O)C>[CH:25]([N:20]([C:19]1[CH:21]=[CH:22][CH:23]=[C:17]([O:16][CH3:15])[CH:18]=1)[C:12]1[CH:11]=[CH:22][CH:23]=[CH:17][CH:18]=1)([CH3:27])[CH3:24] |f:0.1,4.5|. Reported procedure: Sodium triacetoxyborohydride (27.9 g, 134 mmol) is added portion wise over 45 minutes to a 0° C. solution of 3-methoxyaniline (12.5 g, 101 mmol) in THF (100 mL), acetone (7.82 mL, 106 mmol) and acetic acid (5.9 mL) and the resultant mixture is allowed to attain RT overnight. The reaction mixture is cooled to 0° C. and then water (50 mL) is added slowly followed by 50% aqueous sodium hydroxide solution (20 mL) and the resultant mixture stirred for 1.5 h. The organics were removed and the residual... Starting materials: ClC1=C(C(=CC=C1)C)O (2-chloro-6-methylphenol), ClC1=CC=C(CCl)C=C1 (4-chlorobenzyl chloride), O (water). The reagents and catalysts are [Cl-].[Cl-].[Zn+2] (ZnCl2). Run in C(Cl)(Cl)Cl (chloroform). Product: ClC1=C(C(=CC(=C1)CC1=CC=C(C=C1)Cl)C)O (2-chloro-6-methyl-4-(4'-chlorobenzyl)-phenol). RXN SMILES: [Cl:1][C:2]1[CH:7]=[CH:6][CH:5]=[C:4]([CH3:8])[C:3]=1[OH:9].[Cl:10][C:11]1[CH:18]=[CH:17][C:14]([CH2:15]Cl)=[CH:13][CH:12]=1.O>C(Cl)(Cl)Cl.[Cl-].[Cl-].[Zn+2]>[Cl:1][C:2]1[CH:7]=[C:6]([CH2:15][C:14]2[CH:17]=[CH:18][C:11]([Cl:10])=[CH:12][CH:13]=2)[CH:5]=[C:4]([CH3:8])[C:3]=1[OH:9] |f:4.5.6|. Reported procedure: 178.1 g (1.25 mol) 2-chloro-6-methylphenol and 80.5 g (0.5 mol) 4-chlorobenzyl chloride are dissolved in 300 ml dry chloroform. 40 g water-free, finely mortared ZnCl2 are subsequentlyadded. The reactants are CC(C)(C)c1ccc(CCC(=O)CCC2CCCCCC2)cc1[N+](=O)[O-], CC(=O)O, [Zn]. Product: CC(C)(C)c1ccc(CCC(=O)CCC2CCCCCC2)cc1N. As a reaction SMILES: [C:1]([CH3:2])([CH3:3])([CH3:4])[c:5]1[c:6]([N+:24]([O-:25])=[O:26])[cH:7][c:8]([CH2:11][CH2:12][C:13]([CH2:14][CH2:15][CH:16]2[CH2:17][CH2:18][CH2:19][CH2:20][CH2:21][CH2:22]2)=[O:23])[cH:9][cH:10]1.[CH3:28][C:29](=[O:30])[OH:31].[Zn:27]>>[C:1]([CH3:2])([CH3:3])([CH3:4])[c:5]1[c:6]([NH2:24])[cH:7][c:8]([CH2:11][CH2:12][C:13]([CH2:14][CH2:15][CH:16]2[CH2:17][CH2:18][CH2:19][CH2:20][CH2:21][CH2:22]2)=[O:23])[cH:9][cH:10]1. Reactants: N1(C=CC=2C1=NC=CC2)C2(CCCC2)C(=O)O (1-pyrrolo[2,3-b]pyridin-1-yl-cyclopentanecarboxylic acid), C(C(=O)Cl)(=O)Cl (oxalyl chloride), CN(C=O)C (dimethyl formamide). Run in ClCCl (dichloromethane). Run at time 1 hour. The product is N1(C=CC=2C1=NC=CC2)C2(CCCC2)C(=O)Cl (1-Pyrrolo[2,3-b]pyridin-1-yl-cyclopentanecarbonyl chloride). RXN SMILES: [N:1]1([C:10]2([C:15]([OH:17])=O)[CH2:14][CH2:13][CH2:12][CH2:11]2)[C:5]2=[N:6][CH:7]=[CH:8][CH:9]=[C:4]2[CH:3]=[CH:2]1.C(Cl)(=O)C([Cl:21])=O.CN(C)C=O>ClCCl>[N:1]1([C:10]2([C:15]([Cl:21])=[O:17])[CH2:14][CH2:13][CH2:12][CH2:11]2)[C:5]2=[N:6][CH:7]=[CH:8][CH:9]=[C:4]2[CH:3]=[CH:2]1. Reported procedure: To a stirred solution of 1-pyrrolo[2,3-b]pyridin-1-yl-cyclopentanecarboxylic acid (394) (1.2 g, 5.21 mmol) in dichloromethane (80 mL) was dropwise added oxalyl chloride (1 mL, 11.47 mmol) at 0° C., followed by dimethyl formamide (0.1 mL). The reaction mixture was stirred for 1 h at room temperature. After completion, the reaction mixture is concentrated under argon atmosphere tog et 1-pyrrolo[2,3-b]pyridin-1-yl-cyclopentanecarbonyl chloride (395) (1.3 g, 100%, crude) as a yellow solid which was ... Reactants: C(C)(=O)C(C(C(C)=O)C(C)=O)C(C)=O (1,1,2,2-tetraacetylethane), C(C)OC1=CC(=C(C(=C1)C)N)C (4-ethoxy-2,6-dimethyl-phenylamine), NN (hydrazine). Yields the product C(C)OC1=CC(=C(C(=C1)C)N1C(=C2C(=NN=C(C2=C1C)C)C)C)C (6-(4-ethoxy-2,6-dimethyl-phenyl)-1,4,5,7-tetramethyl-6H-pyrrolo[3,4-d]-pyridazine). Reaction SMILES: [C:1]([CH:4]([C:12](=O)[CH3:13])[CH:5]([C:9](=O)[CH3:10])[C:6](=O)[CH3:7])(=O)[CH3:2].[CH2:15]([O:17][C:18]1[CH:23]=[C:22]([CH3:24])[C:21]([NH2:25])=[C:20]([CH3:26])[CH:19]=1)[CH3:16].[NH2:27][NH2:28]>>[CH2:15]([O:17][C:18]1[CH:23]=[C:22]([CH3:24])[C:21]([N:25]2[C:1]([CH3:2])=[C:4]3[C:5]([C:9]([CH3:10])=[N:27][N:28]=[C:12]3[CH3:13])=[C:6]2[CH3:7])=[C:20]([CH3:26])[CH:19]=1)[CH3:16]. Procedure: Utilizing the general procedure outlined in Example 48, 1,1,2,2-tetraacetylethane (308 mg, 1.56 mol), 4-ethoxy-2,6-dimethyl-phenylamine (250 mg, 1.0 mmol) and hydrazine (100 μL) reacted to give 6-(4-ethoxy-2,6-dimethyl-phenyl)-1,4,5,7-tetramethyl-6H-pyrrolo[3,4-d]-pyridazine as yellow solid: 1H NM (CDCl3, 500 MHz) δ 6.81 (s, 1H), 6.75 (s, 1H), 4.04 (q, 2H), 2.82 (s, 6H), 2.44 (s, 6H), 2.47 (s, 3H), 2.35 (s, 6H), 1.79 (s, 3H), 1.88 (t, 3H), ; MS (ESI) 324 (M+H)+. Reactants: ClC1=CC(=C(CN2N=CC3=CC(=CC=C23)\C=C/2\C(N(C(S2)=O)N2CCNCC2)=O)C=C1)C(F)(F)F ((5Z)-5-({1-[4-Chloro-2-(trifluoromethyl)benzyl]-1H-indazol-5-yl}methylidene)-3-piperazin-1-yl-1,3-thiazolidine-2,4-dione), BrCC(=O)N (2-bromoacetamide). Yields the product ClC1=CC(=C(CN2N=CC3=CC(=CC=C23)\C=C/2\C(N(C(S2)=O)N2CCN(CC2)CC(=O)N)=O)C=C1)C(F)(F)F (2-{4-[(5Z)-5-({1-[4-Chloro-2-(trifluoromethyl)benzyl]-1H-indazol-5-yl}methylidene)-2,4-dioxo-1,3-thiazolidin-3-yl]piperazin-1-yl}acetamide). As a reaction SMILES: [Cl:1][C:2]1[CH:31]=[CH:30][C:5]([CH2:6][N:7]2[C:15]3[C:10](=[CH:11][C:12](/[CH:16]=[C:17]4/[C:18](=[O:29])[N:19]([N:23]5[CH2:28][CH2:27][NH:26][CH2:25][CH2:24]5)[C:20](=[O:22])[S:21]/4)=[CH:13][CH:14]=3)[CH:9]=[N:8]2)=[C:4]([C:32]([F:35])([F:34])[F:33])[CH:3]=1.Br[CH2:37][C:38]([NH2:40])=[O:39]>>[Cl:1][C:2]1[CH:31]=[CH:30][C:5]([CH2:6][N:7]2[C:15]3[C:10](=[CH:11][C:12](/[CH:16]=[C:17]4/[C:18](=[O:29])[N:19]([N:23]5[CH2:24][CH2:25][N:26]([CH2:37][C:38]([NH2:40])=[O:39])[CH2:27][CH2:28]5)[C:20](=[O:22])[S:21]/4)=[CH:13][CH:14]=3)[CH:9]=[N:8]2)=[C:4]([C:32]([F:35])([F:34])[F:33])[CH:3]=1. Procedure: 2-{4-[(5Z)-5-({1-[4-Chloro-2-(trifluoromethyl)benzyl]-1H-indazol-5-yl}methylidene)-2,4-dioxo-1,3-thiazolidin-3-yl]piperazin-1-yl}acetamide was prepared from ((5Z)-5-({1-[4-chloro-2-(trifluoromethyl)benzyl]-1H-indazol-5-yl}methylidene)-3-piperazin-1-yl-1,3-thiazolidine-2,4-dione (Example 351) and 2-bromoacetamide following General Procedure S.